This data is from the Open Reaction Database (ORD), a public repository of structured organic reaction records. The task is: describe an organic reaction: reactants, conditions, products, and yield Starting materials: ClC=1C(=NC(=C(N1)OC1=CC(=CC=C1)[N+](=O)[O-])CC)C(=O)N (3-chloro-6-ethyl-5-(3-nitrophenoxy)pyrazine-2-carboxamide), CC1=C(N)C=CC(=C1)N1CCOCC1 (2-methyl-4-(morpholin-4-yl)aniline), C(C)(C)N(CC)C(C)C (diisopropylethylamine), CN1C(CCC1)=O (N-methylpyrrolidone). Solvent: O (water). The product is C(C)C1=C(N=C(C(=N1)C(=O)N)NC1=C(C=C(C=C1)N1CCOCC1)C)OC1=CC(=CC=C1)[N+](=O)[O-] (6-ethyl-3-{[2-methyl-4-(morpholin-4-yl)phenyl]amino}-5-(3-nitrophenoxy)pyrazine-2-carboxamide). Yield: 36.0%. RXN SMILES: Cl[C:2]1[C:3]([C:20]([NH2:22])=[O:21])=[N:4][C:5]([CH2:18][CH3:19])=[C:6]([O:8][C:9]2[CH:14]=[CH:13][CH:12]=[C:11]([N+:15]([O-:17])=[O:16])[CH:10]=2)[N:7]=1.[CH3:23][C:24]1[CH:30]=[C:29]([N:31]2[CH2:36][CH2:35][O:34][CH2:33][CH2:32]2)[CH:28]=[CH:27][C:25]=1[NH2:26].C(N(C(C)C)CC)(C)C.CN1CCCC1=O>O>[CH2:18]([C:5]1[N:4]=[C:3]([C:20]([NH2:22])=[O:21])[C:2]([NH:26][C:25]2[CH:27]=[CH:28][C:29]([N:31]3[CH2:36][CH2:35][O:34][CH2:33][CH2:32]3)=[CH:30][C:24]=2[CH3:23])=[N:7][C:6]=1[O:8][C:9]1[CH:14]=[CH:13][CH:12]=[C:11]([N+:15]([O-:17])=[O:16])[CH:10]=1)[CH3:19]. Procedure details: A mixture of 3-chloro-6-ethyl-5-(3-nitrophenoxy)pyrazine-2-carboxamide (300 mg), 2-methyl-4-(morpholin-4-yl)aniline (200 mg), diisopropylethylamine (330 μL), and N-methylpyrrolidone (2 mL) was reacted in a microwave reaction device at 180° C. for 2 hours. The reaction mixture was left to be cooled, and then 5 mL of water was added thereto. The precipitated solid was collected by filtration and purified by silica gel column chromatography (eluent; ethyl acetate:hexane=1:9-7:3) to obtain 6-ethyl-3... RXN SMILES: [NH2:1][C:2]1[C:3]([I:21])=[C:4]([C:13]([NH:15][C:16]([CH3:20])([CH3:19])[CH2:17][OH:18])=[O:14])[C:5]([I:12])=[C:6]([C:10]=1[I:11])[C:7]([OH:9])=[O:8].[C:22](Cl)(=[O:24])[CH3:23]>CC(N(C)C)=O>[C:22]([NH:1][C:2]1[C:3]([I:21])=[C:4]([C:13]([NH:15][C:16]([CH3:19])([CH3:20])[CH2:17][OH:18])=[O:14])[C:5]([I:12])=[C:6]([C:10]=1[I:11])[C:7]([OH:9])=[O:8])(=[O:24])[CH3:23]. Procedure details: Analogously to Example 3, 63.0 g. (100 mmol) of 5-amino-N-(2-hydroxy-1,1-dimethylethyl)-2,4,6-triiodoisophthalamic acid is reacted in 120 ml. of dimethylacetamide with 17 ml. of acetyl chloride and worked up. Yield: 64.0 g. (95%), m.p. 279°-281° C., with decomposition. Run in CC(=O)N(C)C (dimethylacetamide). Product: C(C)(=O)NC=1C(=C(C(=C(C(=O)O)C1I)I)C(=O)NC(CO)(C)C)I (5-Acetamido-N-(2-hydroxy-1,1-dimethylethyl)2,4,6-triiodoisophthalamic Acid). Reactants: NC=1C(=C(C(=C(C(=O)O)C1I)I)C(=O)NC(CO)(C)C)I (5-amino-N-(2-hydroxy-1,1-dimethylethyl)-2,4,6-triiodoisophthalamic acid), C(C)(=O)Cl (acetyl chloride).